Dataset: the Open Reaction Database (ORD), a public repository of structured organic reaction records. Task: describe an organic reaction: reactants, conditions, products, and yield The reactants are Cc1cc2[nH]c(Cl)nc2cc1Cl, FC(F)(F)c1cccnc1N1CCNCC1. The product is Cc1cc2nc(N3CCN(c4ncccc4C(F)(F)F)CC3)[nH]c2cc1Cl. RXN SMILES: [Cl:1][c:2]1[nH:3][c:4]2[c:5]([n:6]1)[cH:7][c:8]([Cl:12])[c:9]([CH3:11])[cH:10]2.[F:13][C:14]([c:15]1[c:16]([N:21]2[CH2:22][CH2:23][NH:24][CH2:25][CH2:26]2)[n:17][cH:18][cH:19][cH:20]1)([F:27])[F:28]>>[c:2]1([N:24]2[CH2:23][CH2:22][N:21]([c:16]3[c:15]([C:14]([F:13])([F:27])[F:28])[cH:20][cH:19][cH:18][n:17]3)[CH2:26][CH2:25]2)[n:3][c:4]2[c:5]([nH:6]1)[cH:7][c:8]([Cl:12])[c:9]([CH3:11])[cH:10]2. The reactants are CC(=O)Oc1c(C(C)(C)C)cc2c(c1C(C)(C)C)CC(C)(CN=C=S)O2, CCO, N. Product: CC(=O)Oc1c(C(C)(C)C)cc2c(c1C(C)(C)C)CC(C)(CNC(N)=S)O2. RXN SMILES: [C:2]([CH3:3])(=[O:4])[O:5][c:6]1[c:7]([C:24]([CH3:25])([CH3:26])[CH3:27])[cH:8][c:9]2[c:10]([c:19]1[C:20]([CH3:21])([CH3:22])[CH3:23])[CH2:11][C:12]([CH3:14])([CH2:15][N:16]=[C:17]=[S:18])[O:13]2.[CH3:28][CH2:29][OH:30].[NH3:1]>>[NH2:1][C:17]([NH:16][CH2:15][C:12]1([CH3:14])[CH2:11][c:10]2[c:9]([cH:8][c:7]([C:24]([CH3:25])([CH3:26])[CH3:27])[c:6]([O:5][C:2]([CH3:3])=[O:4])[c:19]2[C:20]([CH3:21])([CH3:22])[CH3:23])[O:13]1)=[S:18]. Starting materials: BrC1=CC=C(O1)C(=O)OC (methyl 5-bromofuran-2-carboxylate), C(=S)=S (CS2), BrCCCCCCCCCCCCCCCCCC (1-bromooctadecane), [Al+3].[Cl-].[Cl-].[Cl-] (AlCl3). Yields the product BrC1=C(C=C(O1)C(=O)OC)C(C)(C)C (methyl 5-bromo-4-tert-butyl-furan-2-carboxylate). RXN SMILES: [Br:1][C:2]1[O:6][C:5]([C:7]([O:9][CH3:10])=[O:8])=[CH:4][CH:3]=1.BrCCCCCCCCCCCCCCC[CH2:27][CH2:28][CH3:29].[Al+3].[Cl-].[Cl-].[Cl-].[C:34](=S)=S>>[Br:1][C:2]1[O:6][C:5]([C:7]([O:9][CH3:10])=[O:8])=[CH:4][C:3]=1[C:28]([CH3:27])([CH3:29])[CH3:34] |f:2.3.4.5|. Reported procedure: The compound was prepared according to the procedure as described in Gilman, H., et al., J. Am. Chem. Soc., 1939, Vol. 61, pp 473-478, more particular according the general procedure on page 467-477) from methyl 5-bromofuran-2-carboxylate (5.00 g, 24.4 mmol), 1-bromooctadecane (8.13 g, 24.4 mmol), and anhydrous AlCl3 (6.50 g, 48.8 mmol) in CS2 (50 mL) to yield methyl 5-bromo-4-tert-butyl-furan-2-carboxylate. 1H-NMR (400 MHz, CDCl3) δ: 7.12 (s, 1H), 3.88 (s, 3H), 1.33 (s, 9H). The reactants are CC(CNC(=O)CN(C)C)Oc1cccc2ncnc(Nc3ccc(O)c(Cl)c3)c12, Cl, ClCc1ccccn1. Product: CC(CNC(=O)CN(C)C)Oc1cccc2ncnc(Nc3ccc(OCc4ccccn4)c(Cl)c3)c12. RXN SMILES: [Cl:1][c:2]1[cH:3][c:4]([NH:9][c:10]2[n:11][cH:12][n:13][c:14]3[cH:15][cH:16][cH:17][c:18]([O:20][CH:21]([CH2:22][NH:23][C:24]([CH2:25][N:26]([CH3:27])[CH3:28])=[O:29])[CH3:30])[c:19]23)[cH:5][cH:6][c:7]1[OH:8].[ClH:31].[c:32]1([CH2:38][Cl:39])[cH:33][cH:34][cH:35][cH:36][n:37]1>>[Cl:1][c:2]1[cH:3][c:4]([NH:9][c:10]2[n:11][cH:12][n:13][c:14]3[cH:15][cH:16][cH:17][c:18]([O:20][CH:21]([CH2:22][NH:23][C:24]([CH2:25][N:26]([CH3:27])[CH3:28])=[O:29])[CH3:30])[c:19]23)[cH:5][cH:6][c:7]1[O:8][CH2:38][c:32]1[cH:33][cH:34][cH:35][cH:36][n:37]1. Starting materials: NC[C@@H]1N(CCC[C@H]1C)C(=O)C=1N=C(SC1C1=CC=C(C=C1)F)C (rac-trans-(2-(aminomethyl)-3-methylpiperidin-1-yl)(5-(4-fluorophenyl)-2-methylthiazol-4-yl)methanone), CC=1C=CC(=C(C(=O)O)C1)N1N=CC=N1 (5-methyl-2-(2H-1,2,3-triazol-2-yl)benzoic acid). The product is NC[C@@H]1N(CCC[C@H]1C)C(=O)C1=C(C=CC(=C1)C)N1N=CC=N1 (rac-trans-(2-(Aminomethyl)-3-methylpiperidin-1-yl)(5-methyl-2-(2H-1,2,3-triazol-2-yl)phenyl)methanone). Reaction SMILES: [NH2:1][CH2:2][C@H:3]1[C@H:8]([CH3:9])[CH2:7][CH2:6][CH2:5][N:4]1[C:10]([C:12]1N=C(C)S[C:16]=1[C:17]1[CH:22]=[CH:21][C:20](F)=C[CH:18]=1)=[O:11].CC1C=CC([N:35]2[N:39]=[CH:38][CH:37]=[N:36]2)=C(C=1)C(O)=O>>[NH2:1][CH2:2][C@H:3]1[C@H:8]([CH3:9])[CH2:7][CH2:6][CH2:5][N:4]1[C:10]([C:12]1[CH:16]=[C:17]([CH3:18])[CH:22]=[CH:21][C:20]=1[N:35]1[N:39]=[CH:38][CH:37]=[N:36]1)=[O:11]. Reported procedure: The title compound was prepared following the same general protocol as described for rac-trans-(2-(aminomethyl)-3-methylpiperidin-1-yl)(5-(4-fluorophenyl)-2-methylthiazol-4-yl)methanone in Example A65 using 5-methyl-2-(2H-1,2,3-triazol-2-yl)benzoic acid. MS (ESI) 314 (M+H). Reactants: C(C)(C)(C)OC(=O)N1CCC2=C(N(N=C2CC1)C(C)C)OS(=O)(=O)C(F)(F)F (2-isopropyl-3-trifluoromethanesulfonyloxy-4,5,7,8-tetrahydro-2H-1,2,6-triaza-azulene-6-carboxylic acid tert-butyl ester), ClC=1C=C(C=CC1Cl)B(O)O (3,4-dichlorophenylboronic acid). Yields the product ClC=1C=C(C=CC1Cl)C=1N(N=C2CCNCCC12)C(C)C (3-(3,4-Dichloro-phenyl)-2-isopropyl-2,4,5,6,7,8-hexahydro-1,2,6-triaza-azulene). Yield: 39.5%. Reaction SMILES: C(OC([N:8]1[CH2:17][CH2:16][C:15]2[C:11](=[C:12](OS(C(F)(F)F)(=O)=O)[N:13]([CH:18]([CH3:20])[CH3:19])[N:14]=2)[CH2:10][CH2:9]1)=O)(C)(C)C.[Cl:29][C:30]1[CH:31]=[C:32](B(O)O)[CH:33]=[CH:34][C:35]=1[Cl:36]>>[Cl:29][C:30]1[CH:31]=[C:32]([C:12]2[N:13]([CH:18]([CH3:19])[CH3:20])[N:14]=[C:15]3[C:11]=2[CH2:10][CH2:9][NH:8][CH2:17][CH2:16]3)[CH:33]=[CH:34][C:35]=1[Cl:36]. Procedure details: The title compound (60 mg) was prepared according to Example 189 using 200 mg of 2-isopropyl-3-trifluoromethanesulfonyloxy-4,5,7,8-tetrahydro-2H-1,2,6-triaza-azulene-6-carboxylic acid tert-butyl ester (Example 189, Step A) and 268 mg of 3,4-dichlorophenylboronic acid. MS (ESI): exact mass calculated for C16H19Cl2N3, 323.10. found, m/z 324.4 [M+H]+, 326.4 [M+H]+. 1H NMR (500 MHz, CD3OD): 7.72-7.71 (m, 1H), 7.53-7.52 (m, 1H), 7.29-7.27 (m, 1H), 4.64 (br s, 2H), 4.32 (m, 1H), 3.86-3.57 (m, 2H), 3.3... Reactants: BrB(Br)Br, CC1(c2cccc(OCc3ccccc3)c2)C(=O)Nc2cc(Cl)cc(Cl)c2C1=O, CCCCCC, CCOC(C)=O. Yields the product CC1(c2cccc(O)c2)C(=O)Nc2cc(Cl)cc(Cl)c2C1=O. Reaction SMILES: [B:30]([Br:31])([Br:32])[Br:33].[CH2:1]([c:2]1[cH:3][cH:4][cH:5][cH:6][cH:7]1)[O:8][c:9]1[cH:10][c:11]([C:15]2([CH3:29])[C:16](=[O:28])[NH:17][c:18]3[cH:19][c:20]([Cl:27])[cH:21][c:22]([Cl:26])[c:23]3[C:24]2=[O:25])[cH:12][cH:13][cH:14]1.[CH3:34][CH2:35][CH2:36][CH2:37][CH2:38][CH3:39].[CH3:40][CH2:41][O:42][C:43]([CH3:44])=[O:45]>>[OH:8][c:9]1[cH:10][c:11]([C:15]2([CH3:29])[C:16](=[O:28])[NH:17][c:18]3[cH:19][c:20]([Cl:27])[cH:21][c:22]([Cl:26])[c:23]3[C:24]2=[O:25])[cH:12][cH:13][cH:14]1.